Dataset: the Open Reaction Database (ORD), a public repository of structured organic reaction records. Task: describe an organic reaction: reactants, conditions, products, and yield Reactants: C(C)OC(=O)C=1C=NN(C1C(C(F)(F)F)(F)F)C1=CC=CC(=N1)C1=C(OCC2=CC=C(C=C2)C=2CCN(CC2)C(=O)OC(C)(C)C)C=CC=C1 (tert-Butyl 4-(4-((2-(6-(4-(ethoxycarbonyl)-5-(pentafluoroethyl)-1H-pyrazol-1-yl)pyridin-2-yl)phenoxy)methyl)phenyl)-3,6-dihydropyridine-1(2H)carboxylate), [H][H] (hydrogen). The reagents and catalysts are [Pt](=O)=O (platinum(IV) oxide). Solvent: CCOC(=O)C (EtOAc). Reaction conditions: time 20 minute. Product: C(C)OC(=O)C=1C=NN(C1C(C(F)(F)F)(F)F)C1=CC=CC(=N1)C1=C(OCC2=CC=C(C=C2)C2CCN(CC2)C(=O)OC(C)(C)C)C=CC=C1 (tert-Butyl 4-(4-((2-(6-(4-(ethoxycarbonyl)-5-(pentafluoroethyl)-1H-pyrazol-1-yl)pyridin-2-yl)phenoxy)methyl)phenyl)piperidine-1-carboxylate). RXN SMILES: [CH2:1]([O:3][C:4]([C:6]1[CH:7]=[N:8][N:9]([C:18]2[N:23]=[C:22]([C:24]3[CH:50]=[CH:49][CH:48]=[CH:47][C:25]=3[O:26][CH2:27][C:28]3[CH:33]=[CH:32][C:31]([C:34]4[CH2:35][CH2:36][N:37]([C:40]([O:42][C:43]([CH3:46])([CH3:45])[CH3:44])=[O:41])[CH2:38][CH:39]=4)=[CH:30][CH:29]=3)[CH:21]=[CH:20][CH:19]=2)[C:10]=1[C:11]([F:17])([F:16])[C:12]([F:15])([F:14])[F:13])=[O:5])[CH3:2].[H][H]>CCOC(C)=O.[Pt](=O)=O>[CH2:1]([O:3][C:4]([C:6]1[CH:7]=[N:8][N:9]([C:18]2[N:23]=[C:22]([C:24]3[CH:50]=[CH:49][CH:48]=[CH:47][C:25]=3[O:26][CH2:27][C:28]3[CH:33]=[CH:32][C:31]([CH:34]4[CH2:35][CH2:36][N:37]([C:40]([O:42][C:43]([CH3:46])([CH3:44])[CH3:45])=[O:41])[CH2:38][CH2:39]4)=[CH:30][CH:29]=3)[CH:21]=[CH:20][CH:19]=2)[C:10]=1[C:11]([F:16])([F:17])[C:12]([F:13])([F:14])[F:15])=[O:5])[CH3:2]. Reported procedure: To a degassed solution of the title compound from Example 8 Step E (549 mg, 0.79 mmol) in EtOAc (15 mL) was added platinum(IV) oxide (200 mg). The reaction flask was fitted with a hydrogen balloon attached to a 3-way adapter. The reaction mixture was then evacuated and back-filled with hydrogen. After this process was repeated three times, the reaction mixture was placed under a hydrogen atmosphere, and was stirred vigorously. After 20 min, the reaction mixture was filtered though Celite, rinsin... Reactants: II, CC=1C=C(C(=O)O)C=C(C1OC)C (3,5-Dimethyl-4-methoxybenzoic acid), C(=O)(N1C=NC=C1)N1C=NC=C1 (1,1'-carbonyldiimidazole), C(C)NC=1C(=NC=CC1)N1CCNCC1 (4-[3-(ethylamino)-2-pyridinyl]piperazine), C([O-])(O)=O.[Na+] (sodium bicarbonate). The solvent is ClCCl (dichloromethane), O1CCCC1 (tetrahydrofuran), O1CCCC1 (tetrahydrofuran). Conditions: time 1 hour. Yields the product COC1=C(C=C(C(=O)N2CCN(CC2)C2=NC=CC=C2NCC)C=C1C)C (1-[4-Methoxy-3,5-dimethylbenzoyl]-4-[3-(ethylamino)-2-pyridinyl]piperazine). RXN SMILES: [CH3:1][C:2]1[CH:3]=[C:4]([CH:8]=[C:9]([CH3:13])[C:10]=1[O:11][CH3:12])[C:5]([OH:7])=O.C(N1C=CN=C1)(N1C=CN=C1)=O.[CH2:26]([NH:28][C:29]1[C:30]([N:35]2[CH2:40][CH2:39][NH:38][CH2:37][CH2:36]2)=[N:31][CH:32]=[CH:33][CH:34]=1)[CH3:27].C(=O)(O)[O-].[Na+]>O1CCCC1.ClCCl>[CH3:12][O:11][C:10]1[C:9]([CH3:13])=[CH:8][C:4]([C:5]([N:38]2[CH2:39][CH2:40][N:35]([C:30]3[C:29]([NH:28][CH2:26][CH3:27])=[CH:34][CH:33]=[CH:32][N:31]=3)[CH2:36][CH2:37]2)=[O:7])=[CH:3][C:2]=1[CH3:1] |f:3.4|. Reported procedure: 3,5-Dimethyl-4-methoxybenzoic acid (I, PREPARATION 3, 0.36 g) is added to a solution of 1,1'-carbonyldiimidazole (0.33 g) in tetrahydrofuran (4 ml) at 20°-25°. After one hour of stirring, 4-[3-(ethylamino)-2-pyridinyl]piperazine (II, International Publication No WO 87/01706 based on International Patent application No PCT/US86/01797, PREPARATION A-47, 0.42 g) in tetrahydrofuran (6 ml) is added and the solution is stirred for 18 hours. The mixture is diluted with dichloromethane and a saturated a...